From a dataset of the Open Reaction Database (ORD), a public repository of structured organic reaction records. describe an organic reaction: reactants, conditions, products, and yield Reactants: BrC1=C(C=CC=C1)CC(=O)OC (methyl 2-bromophenylacetate), CC1=CC=C(C=O)C=C1 (4-methylbenzaldehyde), Cl (HCl), II (iodine). Reagents/catalysts: [Zn] (zinc), [Zn] (zinc). Solvent: C1CCOC1 (THF), CCOCC (Et2O). Run at time 8 hour. Yields the product OC(C(C(=O)OC)C1=CC=CC=C1)C1=CC=C(C=C1)C (methyl 3-hydroxy-3-(4-methylphenyl)-2-phenylpropionate). As a reaction SMILES: Br[C:2]1[CH:7]=[CH:6][CH:5]=[CH:4][C:3]=1[CH2:8][C:9]([O:11][CH3:12])=[O:10].[CH3:13][C:14]1[CH:21]=[CH:20][C:17]([CH:18]=[O:19])=[CH:16][CH:15]=1.II.Cl>C1COCC1.CCOCC.[Zn]>[OH:19][CH:18]([C:17]1[CH:20]=[CH:21][C:14]([CH3:13])=[CH:15][CH:16]=1)[CH:8]([C:3]1[CH:4]=[CH:5][CH:6]=[CH:7][CH:2]=1)[C:9]([O:11][CH3:12])=[O:10]. Procedure details: To a solution of methyl 2-bromophenylacetate (473 mg; 2.065 mmol) and 4-methylbenzaldehyde (188 mg, 1.57 mmol) in dry THF (5 mL) under N2 was added powdered zinc (201 mg, 3.09 mmol). After stirring at reflux for 10 min, a few crystals of iodine were added. The mixture was refluxed under N2 for 4 hours, then allowed to stand at room temperature overnight. The next day the mixture was diluted in Et2O and 1N HCl was added. The biphasic mixture was stirred until the zinc had completely dissolved in ... Starting materials: BrB(Br)Br, CCOc1ccc(Cc2cc(Br)ccc2Cl)cc1F, ClCCl. Product: Oc1ccc(Cc2cc(Br)ccc2Cl)cc1F. Reaction SMILES: [B:20]([Br:21])([Br:22])[Br:23].[Br:1][c:2]1[cH:3][cH:4][c:5]([Cl:19])[c:6]([CH2:8][c:9]2[cH:10][c:11]([F:18])[c:12]([O:15][CH2:16][CH3:17])[cH:13][cH:14]2)[cH:7]1.[Cl:24][CH2:25][Cl:26]>>[Br:1][c:2]1[cH:3][cH:4][c:5]([Cl:19])[c:6]([CH2:8][c:9]2[cH:10][c:11]([F:18])[c:12]([OH:15])[cH:13][cH:14]2)[cH:7]1. Starting materials: [OH-].[Na+] (sodium hydroxide), [OH-].[Na+] (sodium hydroxide), COC(=O)N1CCC(=CC2=C1C=CC(=C2)C2=CC=C(C=C2)N2CCOCC2)C(=O)OC (methyl 1-methoxycarbonyl-7-(4-morpholinophenyl)-2,3-dihydro-1H-1-benzazepine-4-carboxylate). Solvent: CO (methanol), C1CCOC1 (THF). Run at time 8 hour. The product is COC(=O)N1CCC(=CC2=C1C=CC(=C2)C2=CC=C(C=C2)N2CCOCC2)C(=O)O (1-methoxycarbonyl-7-(4-morpholinophenyl)-2,3-dihydro-1H-1-benzazepine-4-carboxylic acid). Isolated yield 96.8%. RXN SMILES: [CH3:1][O:2][C:3]([N:5]1[C:11]2[CH:12]=[CH:13][C:14]([C:16]3[CH:21]=[CH:20][C:19]([N:22]4[CH2:27][CH2:26][O:25][CH2:24][CH2:23]4)=[CH:18][CH:17]=3)=[CH:15][C:10]=2[CH:9]=[C:8]([C:28]([O:30]C)=[O:29])[CH2:7][CH2:6]1)=[O:4].[OH-].[Na+]>CO.C1COCC1>[CH3:1][O:2][C:3]([N:5]1[C:11]2[CH:12]=[CH:13][C:14]([C:16]3[CH:17]=[CH:18][C:19]([N:22]4[CH2:27][CH2:26][O:25][CH2:24][CH2:23]4)=[CH:20][CH:21]=3)=[CH:15][C:10]=2[CH:9]=[C:8]([C:28]([OH:30])=[O:29])[CH2:7][CH2:6]1)=[O:4] |f:1.2|. Procedure: In methanol (40 ml) and THF (60 ml) was dissolved methyl 1-methoxycarbonyl-7-(4-morpholinophenyl)-2,3-dihydro-1H-1-benzazepine-4-carboxylate (0.31 g). To the solution was-added 1N sodium hydroxide solution (5 ml), and the mixture was stirred at room temperature overnight. To the mixture was added 1N sodium hydroxide solution (2.5 ml), and the mixture was stirred at room temperature overnight and concentrated. The residue was neutralized with 1N hydrochloric acid, precipitated crystals were filte... Procedure details: A solution of 24.0 mg (0.06 mmol) of ethyl 4-[(7,8-dihydro-8,8-dimethyl-5-(1,1-dimethylethyl)naphth-3-yl)ethynyl]benzoate (Compound 71) and 6.5 mg (0.16 mmol) of LiOH-H2O in 3 mL THF/water (3:1, v/v) was stirred overnight (22 hours) at room temperature. The reaction mixture was extracted with Et2O and the layers were separated. The aqueous layer was acidified with HCl (1M aqueous solution) and then extracted with EtOAc. The organic phase was dried over Na2SO4 and concentrated in vacuo to give th... Reactants: CC1(CC=C(C=2C=C(C=CC12)C#CC1=CC=C(C(=O)OCC)C=C1)C(C)(C)C)C (ethyl 4-[(7,8-dihydro-8,8-dimethyl-5-(1,1-dimethylethyl)naphth-3-yl)ethynyl]benzoate), CC1(CC=C(C=2C=C(C=CC12)C#CC1=CC=C(C(=O)OCC)C=C1)C(C)(C)C)C (ethyl 4-[(7,8-dihydro-8,8-dimethyl-5-(1,1-dimethylethyl)naphth-3-yl)ethynyl]benzoate), O[Li].O (LiOH-H2O). Solvent: C1CCOC1.O (THF water). The product is CC1(CC=C(C=2C=C(C=CC12)C#CC1=CC=C(C(=O)O)C=C1)C(C)(C)C)C (4-[(7,8-dihydro-8,8-dimethyl-5-(1,1-dimethylethyl)naphth-3-yl)ethynyl]benzoic acid). As a reaction SMILES: [CH3:1][C:2]1([CH3:29])[C:11]2[CH:10]=[CH:9][C:8]([C:12]#[C:13][C:14]3[CH:24]=[CH:23][C:17]([C:18]([O:20]CC)=[O:19])=[CH:16][CH:15]=3)=[CH:7][C:6]=2[C:5]([C:25]([CH3:28])([CH3:27])[CH3:26])=[CH:4][CH2:3]1.O[Li].O>C1COCC1.O>[CH3:1][C:2]1([CH3:29])[C:11]2[CH:10]=[CH:9][C:8]([C:12]#[C:13][C:14]3[CH:15]=[CH:16][C:17]([C:18]([OH:20])=[O:19])=[CH:23][CH:24]=3)=[CH:7][C:6]=2[C:5]([C:25]([CH3:28])([CH3:27])[CH3:26])=[CH:4][CH2:3]1 |f:1.2,3.4|. Reactants: [I-].CC1=CSC2=[N+](C3=C(N21)C=C(C=C3)C(F)(F)F)C (3,9-dimethyl-6-(trifluoromethyl)[1,3]thiazolo[3,2-a][3,1]benzimidazol-9-ium iodide), C[O-].[Na+] (NaOMe). Run in CO (MeOH). Yields the product CN1C(N(C2=C1C=CC(=C2)C(F)(F)F)\C(=C/SC)\C)=O (1-methyl-3-[(1Z)-1-(methylsulfanyl)prop-1-en-2-yl]-5-(trifluoromethyl)-1,3-dihydro-2H-benzimidazol-2-one). The yield is 85.0%. Reaction SMILES: [I-].[CH3:2][C:3]1[N:10]2[C:6](=[N+:7]([CH3:19])[C:8]3[CH:14]=[CH:13][C:12]([C:15]([F:18])([F:17])[F:16])=[CH:11][C:9]=32)[S:5][CH:4]=1.[CH3:20][O-:21].[Na+]>CO>[CH3:19][N:7]1[C:8]2[CH:14]=[CH:13][C:12]([C:15]([F:16])([F:18])[F:17])=[CH:11][C:9]=2[N:10](/[C:3](/[CH3:2])=[CH:4]\[S:5][CH3:6])[C:20]1=[O:21] |f:0.1,2.3|. Procedure details: 90 mg (0.23 mmol) of 3,9-dimethyl-6-(trifluoromethyl)[1,3]thiazolo[3,2-a][3,1]benzimidazol-9-ium iodide 6a were solubilised in MeOH (20 mL). NaOMe was added (8 eq, 100 mg) and the solution stirred under reflux for 2 h. The solvent was then evaporated and water was added (15 mL). The resulting mixture was extracted 3×15 mL of CH2Cl2, the organic layer dried with MgSO4 and evaporated under reduced pressure to yield 1-methyl-3-[(1Z)-1-(methylsulfanyl)prop-1-en-2-yl]-5-(trifluoromethyl)-1,3-dihydro-... Yields the product CC(CNC(=O)c1ccc(Cl)cc1NS(=O)(=O)c1ccc(F)cc1F)c1ccc(Cl)c(Cl)c1. Reactants: O=C(O)c1ccc(Cl)cc1NS(=O)(=O)c1ccc(F)cc1F, CC(CN)c1ccc(Cl)c(Cl)c1, Cl. As a reaction SMILES: [Cl:1][c:2]1[cH:3][c:4]([NH:11][S:12](=[O:13])(=[O:14])[c:15]2[c:16]([F:22])[cH:17][c:18]([F:21])[cH:19][cH:20]2)[c:5]([C:6](=[O:7])[OH:8])[cH:9][cH:10]1.[Cl:24][c:25]1[cH:26][c:27]([CH:32]([CH2:33][NH2:34])[CH3:35])[cH:28][cH:29][c:30]1[Cl:31].[ClH:23]>>[Cl:1][c:2]1[cH:3][c:4]([NH:11][S:12](=[O:13])(=[O:14])[c:15]2[c:16]([F:22])[cH:17][c:18]([F:21])[cH:19][cH:20]2)[c:5]([C:6](=[O:8])[NH:34][CH2:33][CH:32]([c:27]2[cH:26][c:25]([Cl:24])[c:30]([Cl:31])[cH:29][cH:28]2)[CH3:35])[cH:9][cH:10]1. The reactants are CCOC(=O)Cc1c(C)oc2ccc(C#N)cc12, CC(=O)O, O, c1ccncc1. Product: CCOC(=O)Cc1c(C)oc2ccc(C=O)cc12. RXN SMILES: [CH2:1]([CH3:2])[O:3][C:4]([CH2:5][c:6]1[c:7]([CH3:17])[o:8][c:9]2[c:10]1[cH:11][c:12]([C:15]#[N:16])[cH:13][cH:14]2)=[O:18].[CH3:19][C:20]([OH:21])=[O:22].[OH2:29].[cH:23]1[cH:24][cH:25][n:26][cH:27][cH:28]1>>[CH2:1]([CH3:2])[O:3][C:4]([CH2:5][c:6]1[c:7]([CH3:17])[o:8][c:9]2[c:10]1[cH:11][c:12]([CH:15]=[O:21])[cH:13][cH:14]2)=[O:18]. The product is C#CCN1CCC2(CC1)C(=O)c1cc(Cl)ccc1Sc1ccccc12. As a reaction SMILES: [C:23](=[O:24])([OH:25])[O-:26].[CH2:30]([C:31]#[CH:32])[Br:33].[CH3:34][N:35]([CH3:36])[CH:37]=[O:38].[Cl:1][c:2]1[cH:3][c:4]2[c:5]([cH:21][cH:22]1)[S:6][c:7]1[c:8]([cH:17][cH:18][cH:19][cH:20]1)[C:9]1([C:10]2=[O:11])[CH2:12][CH2:13][NH:14][CH2:15][CH2:16]1.[I-:29].[K+:28].[Na+:27]>>[Cl:1][c:2]1[cH:3][c:4]2[c:5]([cH:21][cH:22]1)[S:6][c:7]1[c:8]([cH:17][cH:18][cH:19][cH:20]1)[C:9]1([C:10]2=[O:11])[CH2:12][CH2:13][N:14]([CH2:32][C:31]#[CH:30])[CH2:15][CH2:16]1. The reactants are O=C([O-])O, C#CCBr, CN(C)C=O, O=C1c2cc(Cl)ccc2Sc2ccccc2C12CCNCC2, [I-], [K+], [Na+]. Starting materials: C1(CCCCC1)N=C=NC1CCCCC1 (dicyclohexylcarbodiimide), CN(C=O)C (dimethylformamide), C1(=CC=CC=C1)N1NC(CC1C1=CC=CC=C1)=O (1-phenyl-5-phenylpyrazolidin-3-one), Compound ( B ). Reagents/catalysts: CN(C1=CC=NC=C1)C (4-dimethylamino-pyridine). The solvent is C(C)(=O)OCC (ethyl acetate), C(C)(=O)OCC (ethyl acetate). Yields the product C(=O)(NC1CCCCC1)NC1CCCCC1 (dicyclohexylurea). As a reaction SMILES: CN(C)C=[O:4].C1(N2C(C3C=CC=CC=3)CC(=O)N2)C=CC=CC=1.[CH:24]1([N:30]=[C:31]=[N:32][CH:33]2[CH2:38][CH2:37][CH2:36][CH2:35][CH2:34]2)[CH2:29][CH2:28][CH2:27][CH2:26][CH2:25]1>CN(C)C1C=CN=CC=1.C(OCC)(=O)C>[C:31]([NH:30][CH:24]1[CH2:25][CH2:26][CH2:27][CH2:28][CH2:29]1)([NH:32][CH:33]1[CH2:38][CH2:37][CH2:36][CH2:35][CH2:34]1)=[O:4]. Procedure details: Into 100 ml of dimethylformamide, 23.8 g of Compound (A), 30.1 g of Compound (B) and 0.8 g of 4-dimethylamino-pyridine were dissolved, and thereto an ethyl acetate 20 ml solution containing 20.6 g of dicyclohexylcarbodiimide was added dropwise in an ice bath. After the dropwise addition, the solution was allowed to react at room temperature over night. Into the reaction solution, 200 ml of ethyl acetate was poured, and dicyclohexylurea obtained was separated by filtration. Into the filtrate, 300... Reactants: NC1=CC=CC=C1 (aniline), CC#N (CH3CN), S(=O)(=O)([O-])OOS(=O)(=O)[O-].[NH4+].[NH4+] (ammonium persulphate), Cl (HCl), CC#N (CH3CN). Run in O (water), O (water). Run at time 2 hour. The product is C1=CC=C2C(=C1)C(=C3C=CC=CC3=N2)N (9-AA). As a reaction SMILES: Cl.[NH2:2][C:3]1[CH:8]=[CH:7][CH:6]=[CH:5][CH:4]=1.S(OOS([O-])(=O)=O)([O-])(=O)=O.[NH4+].[NH4+].[CH3:21][C:22]#[N:23]>O>[CH:4]1[CH:5]=[C:21]2[C:22]([NH2:23])=[C:8]3[C:3](=[N:2][C:7]2=[CH:8][CH:3]=1)[CH:4]=[CH:5][CH:6]=[CH:7]3 |f:2.3.4|. Procedure: HCl (1.0 g) was dissolved in CH3CN (50 ml). To the suspension was added aniline (0.42 g) in CH3CN (10 ml), followed by water (50 ml). The solution was stirred at room temperature for 2 hours, but the solution did not become homogeneous. The solution was heated for 1 hour and then cooled to room temperature. To the solution was added ammonium persulphate (1.2 g) in water (10 ml) and the resulting mixture was stirred for 20 hours.